Task: describe an organic reaction: reactants, conditions, products, and yield. Dataset: the Open Reaction Database (ORD), a public repository of structured organic reaction records As a reaction SMILES: [CH3:1][O:2][C:3]1[C:4](=[O:37])[C:5]([CH3:36])=[C:6]([CH2:12][C:13]2[CH:14]=[CH:15][C:16]([O:32]C(=O)C)=[C:17]([CH:31]=2)[C:18]([NH:20][C:21]2[CH:26]=[CH:25][CH:24]=[C:23]([C:27]([F:30])([F:29])[F:28])[CH:22]=2)=[O:19])[C:7](=[O:11])[C:8]=1[O:9][CH3:10].C(=O)([O-])O.[Na+]>CO.O>[CH3:1][O:2][C:3]1[C:4](=[O:37])[C:5]([CH3:36])=[C:6]([CH2:12][C:13]2[CH:14]=[CH:15][C:16]([OH:32])=[C:17]([CH:31]=2)[C:18]([NH:20][C:21]2[CH:26]=[CH:25][CH:24]=[C:23]([C:27]([F:28])([F:30])[F:29])[CH:22]=2)=[O:19])[C:7](=[O:11])[C:8]=1[O:9][CH3:10] |f:1.2|. Yield: 95.9%. The reactants are COC=1C(C(=C(C(C1OC)=O)CC=1C=CC(=C(C(=O)NC2=CC(=CC=C2)C(F)(F)F)C1)OC(C)=O)C)=O (N-[5-(5,6-Dimethoxy-3-methyl-1,4-benzoquinon-2-yl)methyl-2-acetoxybenzoyl]-3-trifluoromethylaniline), C(O)([O-])=O.[Na+] (sodium hydrogencarbonate). Solvent: CO (methanol), O (water). Reported procedure: N-[5-(5,6-Dimethoxy-3-methyl-1,4-benzoquinon-2-yl)methyl-2-acetoxybenzoyl]-3-trifluoromethylaniline (0.100 g, 0.193 mmol) was dissolved in methanol (6 ml) and after adding thereto an aqueous saturated sodium hydrogencarbonate solution (3 ml), the solution was stirred at room temperature for 3 hours. After the completion of reaction, the reaction solution was diluted with water and then extracted with ethyl acetate. The extract was washed with water and then dried, and the solvent was removed by ... Yields the product COC=1C(C(=C(C(C1OC)=O)CC=1C=CC(=C(C(=O)NC2=CC(=CC=C2)C(F)(F)F)C1)O)C)=O (N-[5-(5,6-Dimethoxy-3-methyl-1,4-benzoquinon-2-yl)methyl-2-hydroxybenzoyl]-3-trifluoromethylaniline).